Dataset: the Open Reaction Database (ORD), a public repository of structured organic reaction records. Task: describe an organic reaction: reactants, conditions, products, and yield Starting materials: C[C@H]1CN(CCN1)S(=O)(=O)N ((3S)-3-methylpiperazine-1-sulfonamide), C1(CCCCC1)P(C1=C(C=CC=C1)C1=C(C=C(C=C1C(C)C)C(C)C)C(C)C)C1CCCCC1 (2-dicyclohexylphosphino-2′,4′,6′-tri-isopropyl-1,1′-biphenyl), C([O-])([O-])=O.[Cs+].[Cs+] (cesium carbonate), C(C)OC([C@@H](C)OC1=NC(=NC(=C1)Cl)SCC1=C(C(=CC=C1)F)F)=O (2-[[6-chloro-2-{[(2,3-difluorophenyl)methyl]thio]-4-pyrimidinyl]oxy}-(2R)-propanoic acid ethyl ester), product. The reagents and catalysts are C=1C=CC(=CC1)/C=C/C(=O)/C=C/C2=CC=CC=C2.C=1C=CC(=CC1)/C=C/C(=O)/C=C/C2=CC=CC=C2.C=1C=CC(=CC1)/C=C/C(=O)/C=C/C2=CC=CC=C2.[Pd].[Pd] (tris(dibenzylideneacetone)dipalladium). The solvent is O1CCOCC1 (dioxane). Reaction conditions: temperature 100 celsius. Yields the product FC1=C(C=CC=C1F)CSC1=NC(=CC(=N1)NS(=O)(=O)N1C[C@@H](NCC1)C)O[C@@H](CO)C (N-[2-[[(2,3-Difluorophenyl)methyl]thio]-6-[(1R)-2-hydroxy-1-methylethoxy]-4-pyrimidinyl]-(3S)-3-methylpiperazine-1-sulfonamide). Reaction SMILES: [CH3:1][C@@H:2]1[NH:7][CH2:6][CH2:5][N:4]([S:8]([NH2:11])(=[O:10])=[O:9])[CH2:3]1.C1(P(C2CCCCC2)C2C=CC=CC=2C2C(C(C)C)=CC(C(C)C)=CC=2C(C)C)CCCCC1.C(=O)([O-])[O-].[Cs+].[Cs+].C([O:54][C:55](=O)[C@H:56]([O:58][C:59]1[CH:64]=[C:63](Cl)[N:62]=[C:61]([S:66][CH2:67][C:68]2[CH:73]=[CH:72][CH:71]=[C:70]([F:74])[C:69]=2[F:75])[N:60]=1)[CH3:57])C>O1CCOCC1.C1C=CC(/C=C/C(/C=C/C2C=CC=CC=2)=O)=CC=1.C1C=CC(/C=C/C(/C=C/C2C=CC=CC=2)=O)=CC=1.C1C=CC(/C=C/C(/C=C/C2C=CC=CC=2)=O)=CC=1.[Pd].[Pd]>[F:75][C:69]1[C:70]([F:74])=[CH:71][CH:72]=[CH:73][C:68]=1[CH2:67][S:66][C:61]1[N:62]=[C:63]([NH:11][S:8]([N:4]2[CH2:5][CH2:6][NH:7][C@@H:2]([CH3:1])[CH2:3]2)(=[O:10])=[O:9])[CH:64]=[C:59]([O:58][C@H:56]([CH3:57])[CH2:55][OH:54])[N:60]=1 |f:2.3.4,7.8.9.10.11|. Procedure: To a solution of (2S)-2-methylpiperazine (0.914 g) in dioxane (10 ml) was added sulfamide (0.746 g) and the reaction mixture was then heated at reflux in dioxane for 3d. The reaction mixture was partitioned between EtOAc (150 ml) and H2O (150 ml) and the aqueous re-extracted with EtOAc (2×150 ml). Organics were collected dried and reduced in vacuo to yield (3S)-3-methylpiperazine-1-sulfonamide as a white solid (0.27 g). A mixture of (3S)-3-methylpiperazine-1-sulfonamide (0.27 g), tris(dibenzylid... Conditions: time 2 hour. The yield is 73.1%. RXN SMILES: [CH2:1]([C@H:8]([NH:16][C:17](=[O:23])[O:18][C:19]([CH3:22])([CH3:21])[CH3:20])[C@H:9]([C:11]([CH:13]1[CH2:15][CH2:14]1)=[O:12])[OH:10])[C:2]1[CH:7]=[CH:6][CH:5]=[CH:4][CH:3]=1.C(O)(=O)C.[BH4-].[Na+]>C(Cl)Cl>[CH:2]1([CH2:1][C@H:8]([NH:16][C:17](=[O:23])[O:18][C:19]([CH3:21])([CH3:20])[CH3:22])[C@@H:9]([OH:10])[C@H:11]([CH:13]2[CH2:14][CH2:15]2)[OH:12])[CH2:7][CH2:6][CH2:5][CH2:4][CH2:3]1 |f:2.3|. Solvent: C(Cl)Cl (methylene chloride). Procedure: 2.83 g (8.77 mmol) of tert.-butyl [(1S,2R)-1-benzyl-2-(cyclopropylcarbonyl)-2-hydroxyethyl]carbamate are dissolved in methylene chloride (130 ml), acetic acid (3 ml) is added thereto and the mixture is then treated portionwise at 0°-10° with 332 mg (8.78 mmol) of sodium borohydride. The reaction solution is stirred at 5° for a further 2 hours and then partitioned between 2N sodium bicarbonate solution and methylene chloride. After the usual working-up of the organic phase the residue is crystall... Yields the product C1(CCCCC1)C[C@@H]([C@H]([C@@H](O)C1CC1)O)NC(OC(C)(C)C)=O (tert-butyl [(1S,2R,3S)-1-(cyclohexylmethyl)-3-cyclopropyl-2,3-dihydroxypropyl]carbamate). The reactants are C(C)(=O)O (acetic acid), C(C1=CC=CC=C1)[C@@H]([C@@H](O)C(=O)C1CC1)NC(OC(C)(C)C)=O (tert.-butyl [(1S,2R)-1-benzyl-2-(cyclopropylcarbonyl)-2-hydroxyethyl]carbamate), [BH4-].[Na+] (sodium borohydride). The reactants are ClCCN(CC)CC (1-chloro-2-diethylaminoethane), CS(=O)(=N)C1=CSC=C1 (S-methyl-S-(thien-3-yl)sulfoximine), [H-].[Na+] (sodium hydride), CCCCCC (hexane). Run in O (Water), CN(C=O)C (dimethylformamide), CN(C=O)C (dimethylformamide), CN(C=O)C (dimethylformamide). Conditions: time 0.5 hour. Yields the product C(C)N(CCN=S(=O)(C1=CSC=C1)C)CC (N-[2-(Diethylamino)ethyl]-S-methyl-S-(3-thienyl)sulfoximine). The yield is 94.2%. As a reaction SMILES: [CH3:1][S:2]([C:5]1[CH:9]=[CH:8][S:7][CH:6]=1)(=[NH:4])=[O:3].[H-].[Na+].CCCCCC.Cl[CH2:19][CH2:20][N:21]([CH2:24][CH3:25])[CH2:22][CH3:23]>CN(C)C=O.O>[CH2:20]([N:21]([CH2:24][CH3:25])[CH2:22][CH2:23][N:4]=[S:2]([CH3:1])([C:5]1[CH:9]=[CH:8][S:7][CH:6]=1)=[O:3])[CH3:19] |f:1.2|. Procedure details: A solution of S-methyl-S-(thien-3-yl)sulfoximine (Maybridge, 2.56 g, 15.9 mmol) in dimethylformamide (15 mL) was added dropwise to a slurry of sodium hydride (0.76 g, 19.0 mmol, 60% oil dispersion, washed (3×8 mL) hexane) in dimethylformamide (10 mL) at 0° C. The solution was allowed to warm to ambient temperature and was stirred at ambient temperature for 0.5 h. The resulting mixture was cooled to 0° C. and a solution of 1-chloro-2-diethylaminoethane (2.14 g, 15.9 mmol) in dimethylformamide (15... The reactants are N#Cc1ccc(C(=O)O)cc1, CN1CCOCC1, CN(C)C=O, CCOC(C)=O, CCOC(=O)Cl, N#Cc1cccc(OCCN)c1. Yields the product N#Cc1ccc(C(=O)NCCOc2cccc(C#N)c2)cc1. As a reaction SMILES: [C:1](#[N:2])[c:3]1[cH:4][cH:5][c:6]([C:7](=[O:8])[OH:9])[cH:10][cH:11]1.[CH3:12][N:13]1[CH2:14][CH2:15][O:16][CH2:17][CH2:18]1.[CH3:37][N:38]([CH3:39])[CH:40]=[O:41].[CH3:42][CH2:43][O:44][C:45](=[O:46])[CH3:47].[Cl:19][C:20]([O:21][CH2:22][CH3:23])=[O:24].[NH2:25][CH2:26][CH2:27][O:28][c:29]1[cH:30][c:31]([C:32]#[N:33])[cH:34][cH:35][cH:36]1>>[C:1](#[N:2])[c:3]1[cH:4][cH:5][c:6]([C:7](=[O:9])[NH:25][CH2:26][CH2:27][O:28][c:29]2[cH:30][c:31]([C:32]#[N:33])[cH:34][cH:35][cH:36]2)[cH:10][cH:11]1. Starting materials: COc1ccc(C=Cc2nc(N3CCOCC3)c([N+](=O)[O-])c(N3CCOCC3)n2)cc1, CC#N, [Ca+2], [Cl-], [Cl-], O, [Zn]. Product: COc1ccc(C=Cc2nc(N3CCOCC3)c(N)c(N3CCOCC3)n2)cc1. RXN SMILES: [CH3:1][O:2][c:3]1[cH:4][cH:5][c:6]([CH:9]=[CH:10][c:11]2[n:12][c:13]([N:26]3[CH2:27][CH2:28][O:29][CH2:30][CH2:31]3)[c:14]([N+:23]([O-:24])=[O:25])[c:15]([N:17]3[CH2:18][CH2:19][O:20][CH2:21][CH2:22]3)[n:16]2)[cH:7][cH:8]1.[CH3:35][C:36]#[N:37].[Ca+2:34].[Cl-:32].[Cl-:33].[OH2:38].[Zn:39]>>[CH3:1][O:2][c:3]1[cH:4][cH:5][c:6]([CH:9]=[CH:10][c:11]2[n:12][c:13]([N:26]3[CH2:27][CH2:28][O:29][CH2:30][CH2:31]3)[c:14]([NH2:23])[c:15]([N:17]3[CH2:18][CH2:19][O:20][CH2:21][CH2:22]3)[n:16]2)[cH:7][cH:8]1. Reactants: C(C)(C)(C)OC(=O)C[C@H](C(=O)OCC1=CC=CC=C1)CC(C)C (benzyl (2R)-2-t-butoxycarbonylmethyl-4-methylvalerate). The solvent is C(=O)(C(F)(F)F)O (TFA). Yields the product C(=O)(O)C[C@H](C(=O)OCC1=CC=CC=C1)CC(C)C (benzyl (2R)-2-carboxymethyl-4-methylvalerate). The yield is 97.0%. RXN SMILES: C([O:5][C:6]([CH2:8][C@@H:9]([CH2:20][CH:21]([CH3:23])[CH3:22])[C:10]([O:12][CH2:13][C:14]1[CH:19]=[CH:18][CH:17]=[CH:16][CH:15]=1)=[O:11])=[O:7])(C)(C)C>C(O)(C(F)(F)F)=O>[C:6]([CH2:8][C@@H:9]([CH2:20][CH:21]([CH3:23])[CH3:22])[C:10]([O:12][CH2:13][C:14]1[CH:19]=[CH:18][CH:17]=[CH:16][CH:15]=1)=[O:11])([OH:7])=[O:5]. Procedure: A solution of benzyl (2R)-2-t-butoxycarbonylmethyl-4-methylvalerate (3.40 g) in TFA (60 ml) was stirred for 1 hour under ice-bath cooling. Evaporation of TFA gave benzyl (2R)-2-carboxymethyl-4-methylvalerate (2.72 g) as an oil.